describe an organic reaction: reactants, conditions, products, and yield From a dataset of the Open Reaction Database (ORD), a public repository of structured organic reaction records. Reactants: C=CS(C)(=O)=O, CC(Oc1cc(-n2cnc3cc(-c4cnn(C)c4)ccc32)sc1C(N)=O)c1ccc(F)c(OC2CCNCC2)c1Cl. Yields the product CC(Oc1cc(-n2cnc3cc(-c4cnn(C)c4)ccc32)sc1C(N)=O)c1ccc(F)c(OC2CCN(CCS(C)(=O)=O)CC2)c1Cl. Reaction SMILES: [CH:42](=[CH2:43])[S:44](=[O:45])(=[O:46])[CH3:47].[Cl:1][c:2]1[c:3]([CH:16]([CH3:17])[O:18][c:19]2[c:20]([C:39](=[O:40])[NH2:41])[s:21][c:22](-[n:24]3[cH:25][n:26][c:27]4[c:28]3[cH:29][cH:30][c:31](-[c:33]3[cH:34][n:35][n:36]([CH3:38])[cH:37]3)[cH:32]4)[cH:23]2)[cH:4][cH:5][c:6]([F:15])[c:7]1[O:8][CH:9]1[CH2:10][CH2:11][NH:12][CH2:13][CH2:14]1>>[Cl:1][c:2]1[c:3]([CH:16]([CH3:17])[O:18][c:19]2[c:20]([C:39](=[O:40])[NH2:41])[s:21][c:22](-[n:24]3[cH:25][n:26][c:27]4[c:28]3[cH:29][cH:30][c:31](-[c:33]3[cH:34][n:35][n:36]([CH3:38])[cH:37]3)[cH:32]4)[cH:23]2)[cH:4][cH:5][c:6]([F:15])[c:7]1[O:8][CH:9]1[CH2:10][CH2:11][N:12]([CH2:43][CH2:42][S:44](=[O:45])(=[O:46])[CH3:47])[CH2:13][CH2:14]1. The reactants are COCCO[AlH2-]OCCOC, Cc1ccccc1, CCNC(=O)C(CC1CCCCC1)NC(=O)OC(C)(C)C, [Na+]. The product is CCNCC(CC1CCCCC1)NC(=O)OC(C)(C)C. Reaction SMILES: [CH3:23][O:24][CH2:25][CH2:26][O:27][AlH2-:28][O:29][CH2:30][CH2:31][O:32][CH3:33].[CH3:34][c:35]1[cH:36][cH:37][cH:38][cH:39][cH:40]1.[CH:1]1([CH2:7][CH:8]([C:9](=[O:10])[NH:11][CH2:12][CH3:13])[NH:14][C:15]([O:16][C:17]([CH3:18])([CH3:19])[CH3:20])=[O:21])[CH2:2][CH2:3][CH2:4][CH2:5][CH2:6]1.[Na+:22]>>[CH:1]1([CH2:7][CH:8]([CH2:9][NH:11][CH2:12][CH3:13])[NH:14][C:15]([O:16][C:17]([CH3:18])([CH3:19])[CH3:20])=[O:21])[CH2:2][CH2:3][CH2:4][CH2:5][CH2:6]1. Starting materials: O=C1NCN(c2ccccc2)C12CCN(C1CCCCCCCCC1)CC2, Cl, BrCCC(c1ccccc1)c1ccccc1. The product is O=C1N(CCC(c2ccccc2)c2ccccc2)CN(c2ccccc2)C12CCN(C1CCCCCCCCC1)CC2, Cl. RXN SMILES: [CH:2]1([N:12]2[CH2:13][CH2:14][C:15]3([C:16](=[O:26])[NH:17][CH2:18][N:19]3[c:20]3[cH:21][cH:22][cH:23][cH:24][cH:25]3)[CH2:27][CH2:28]2)[CH2:3][CH2:4][CH2:5][CH2:6][CH2:7][CH2:8][CH2:9][CH2:10][CH2:11]1.[ClH:1].[c:29]1([CH:35]([CH2:36][CH2:37][Br:38])[c:39]2[cH:40][cH:41][cH:42][cH:43][cH:44]2)[cH:30][cH:31][cH:32][cH:33][cH:34]1>>[CH:2]1([N:12]2[CH2:13][CH2:14][C:15]3([C:16](=[O:26])[N:17]([CH2:37][CH2:36][CH:35]([c:29]4[cH:30][cH:31][cH:32][cH:33][cH:34]4)[c:39]4[cH:40][cH:41][cH:42][cH:43][cH:44]4)[CH2:18][N:19]3[c:20]3[cH:21][cH:22][cH:23][cH:24][cH:25]3)[CH2:27][CH2:28]2)[CH2:3][CH2:4][CH2:5][CH2:6][CH2:7][CH2:8][CH2:9][CH2:10][CH2:11]1.[ClH:1]. Reactants: CNC(C)C1=CC2=C(N(C=N2)C2OCCCC2)C=C1 ((±)-N-methyl-1-(1-(tetrahydro-2H-pyran-2-yl)-1H-benzo[d]imidazol-5-yl)ethanamine), ClC1=NC=CC(=N1)NC1=CC(=NN1)C1CC1 (2-Chloro-N-(3-cyclopropyl-1H-pyrazol-5-yl)pyrimidin-4-amine), CCN(C(C)C)C(C)C (DIPEA). The solvent is CC(C)O (IPA). Conditions: temperature 120 celsius, time 8 hour. Yields the product C1(CC1)C1=CC(=NN1)NC1=NC(=NC=C1)N(C(C)C1=CC2=C(N(C=N2)C2OCCCC2)C=C1)C ((±)-N4-(5-cyclopropyl-1H-pyrazol-3-yl)-N2-methyl-N2-(1-(1-(tetrahydro-2H-pyran-2-yl)-1H-benzo[d]imidazol-5-yl)ethyl)pyrimidine-2,4-diamine). The yield is 19.3%. Reaction SMILES: [CH3:1][NH:2][CH:3]([C:5]1[CH:19]=[CH:18][C:8]2[N:9]([CH:12]3[CH2:17][CH2:16][CH2:15][CH2:14][O:13]3)[CH:10]=[N:11][C:7]=2[CH:6]=1)[CH3:4].Cl[C:21]1[N:26]=[C:25]([NH:27][C:28]2[NH:32][N:31]=[C:30]([CH:33]3[CH2:35][CH2:34]3)[CH:29]=2)[CH:24]=[CH:23][N:22]=1.CCN(C(C)C)C(C)C>CC(O)C>[CH:33]1([C:30]2[NH:31][N:32]=[C:28]([NH:27][C:25]3[CH:24]=[CH:23][N:22]=[C:21]([N:2]([CH3:1])[CH:3]([C:5]4[CH:19]=[CH:18][C:8]5[N:9]([CH:12]6[CH2:17][CH2:16][CH2:15][CH2:14][O:13]6)[CH:10]=[N:11][C:7]=5[CH:6]=4)[CH3:4])[N:26]=3)[CH:29]=2)[CH2:35][CH2:34]1. Procedure: A tube was charged with mixture of 84 (200 mg, 0.77 mmol), 53 (181 mg, 0.77 mmol) and DIPEA (200 mg, 1.5 mmol) in IPA (5 mL), sealed and stirred at 120° C. overnight. The reaction mixture was cooled to RT and concentrated under reduced pressure. The crude residue was purified by SiO2 chromatography eluting with a MeOH/DCM gradient (5% to 15% MeOH) to afford 68 mg (19%) of (±)-N4-(5-cyclopropyl-1H-pyrazol-3-yl)-N2-methyl-N2-(1-(1-(tetrahydro-2H-pyran-2-yl)-1H-benzo[d]imidazol-5-yl)ethyl)pyrimidin... As a reaction SMILES: [Br:1][Mg:2][c:3]1[cH:4][cH:5][cH:6][cH:7][cH:8]1.[CH3:21][Li:22].[CH3:25][CH2:26][O:27][CH2:28][CH3:29].[CH3:30][CH:31]([CH3:32])[O-:33].[CH3:35][CH:36]([CH3:37])[O-:38].[CH3:39][CH:40]([CH3:41])[O-:42].[CH3:43][CH:44]([CH3:45])[O-:46].[Na+:24].[O:9]1[CH2:10][CH2:11][O:12][C:13]12[CH2:14][CH2:15][CH:16]([C:19]#[N:20])[CH2:17][CH2:18]2.[OH-:23].[Ti+4:34]>>[c:3]1([C:19]([CH:16]2[CH2:15][CH2:14][C:13]3([O:9][CH2:10][CH2:11][O:12]3)[CH2:18][CH2:17]2)([NH2:20])[CH3:21])[cH:4][cH:5][cH:6][cH:7][cH:8]1. Reactants: Br[Mg]c1ccccc1, [Li]C, CCOCC, CC(C)[O-], CC(C)[O-], CC(C)[O-], CC(C)[O-], [Na+], N#CC1CCC2(CC1)OCCO2, [OH-], [Ti+4]. Yields the product CC(N)(c1ccccc1)C1CCC2(CC1)OCCO2. The reactants are C1CCOC1, Cl, [Na+], Fc1cc(C2OCCCO2)ccc1-c1nc2ccc(C3(C4CCC4)CC3)nc2s1, [OH-]. Product: O=Cc1ccc(-c2nc3ccc(C4(C5CCC5)CC4)nc3s2)c(F)c1. RXN SMILES: [CH2:33]1[O:34][CH2:35][CH2:36][CH2:37]1.[ClH:30].[Na+:32].[O:1]1[CH:2]([c:7]2[cH:8][c:9]([F:29])[c:10](-[c:13]3[s:14][c:15]4[n:16][c:17]([C:22]5([CH:25]6[CH2:26][CH2:27][CH2:28]6)[CH2:23][CH2:24]5)[cH:18][cH:19][c:20]4[n:21]3)[cH:11][cH:12]2)[O:6][CH2:5][CH2:4][CH2:3]1.[OH-:31]>>[O:1]=[CH:2][c:7]1[cH:8][c:9]([F:29])[c:10](-[c:13]2[s:14][c:15]3[n:16][c:17]([C:22]4([CH:25]5[CH2:26][CH2:27][CH2:28]5)[CH2:23][CH2:24]4)[cH:18][cH:19][c:20]3[n:21]2)[cH:11][cH:12]1. Starting materials: [Mn](=O)(=O)(=O)[O-].[K+] (potassium permanganate), FC=1C=C(C(C(=O)O)=CC1)C(=O)O (4-fluorophthalic acid), [K] (monopotassium). Yields the product FC=1C=C2C(C(=O)OC2=O)=CC1 (4-fluorophthalic anhydride). RXN SMILES: [Mn]([O-])(=O)(=O)=O.[K+].[F:7][C:8]1[CH:9]=[C:10]([C:17]([OH:19])=[O:18])[C:11](=[CH:15][CH:16]=1)[C:12]([OH:14])=O.[K]>>[F:7][C:8]1[CH:9]=[C:10]2[C:17](=[O:18])[O:19][C:12](=[O:14])[C:11]2=[CH:15][CH:16]=1 |f:0.1,^1:19|. Reported procedure: Diazotization (i) and conversion (ii) to the tetrafluoroborate followed by pyrolysis in benezene of that derivative (Balz-Schieman reaction) gives 3,4-dimethylfluorobenzene. This is oxidized by aqueous potassium permanganate to 4-fluorophthalic acid, monopotassium salt. Vacuum distillation of the latter in the presence of sulfuric acid yields 4-fluorophthalic anhydride. Treatment of the anhydride with urea in boiling chlorobenzene yields the imide which is converted with concentrated ammonium hy... Starting materials: N1CCOCC1 (Morpholine), C1CCS(=O)(=O)OC1 (1,4-butane sultone). The solvent is C(C)(C)O (isopropanol). Conditions: time 3 day. Product: N1(CCOCC1)CCCCS(=O)(=O)O (4-Morpholin-4-yl-butane-1-sulfonic acid). Yield: 18.0%. RXN SMILES: [NH:1]1[CH2:6][CH2:5][O:4][CH2:3][CH2:2]1.[CH2:7]1[CH2:14][O:13][S:10](=[O:12])(=[O:11])[CH2:9][CH2:8]1>C(O)(C)C>[N:1]1([CH2:14][CH2:7][CH2:8][CH2:9][S:10]([OH:13])(=[O:12])=[O:11])[CH2:6][CH2:5][O:4][CH2:3][CH2:2]1. Procedure details: Morpholine (3.56 g) was dissolved in isopropanol (25 ml) and treated with 1,4-butane sultone (5.58 g) at 10° C. The reaction mixture was allowed to warm to room temperature and stirred for 3 days. The white precipitate that had formed was filtered and dried to give the title compound (1.64 g). Mass spec MH+ (found) 224 MH+ (calc) 224. Starting materials: CCC1CC2=CC(=O)CCC2C2CCC3(C)C(=CCC3O)C12, [Cl-], [Li], N, [NH4+], C1CCOC1. The product is CCC1CC2CC(=O)CCC2C2CCC3(C)C(=CCC3O)C12. RXN SMILES: [CH2:1]([CH3:2])[CH:3]1[CH:4]2[C:5]3=[CH:6][CH2:7][CH:8]([OH:22])[C:9]3([CH3:10])[CH2:11][CH2:12][CH:13]2[CH:14]2[CH2:15][CH2:16][C:17](=[O:21])[CH:18]=[C:19]2[CH2:20]1.[Cl-:25].[Li:23].[NH3:24].[NH4+:26].[O:27]1[CH2:28][CH2:29][CH2:30][CH2:31]1>>[CH2:1]([CH3:2])[CH:3]1[CH:4]2[C:5]3=[CH:6][CH2:7][CH:8]([OH:22])[C:9]3([CH3:10])[CH2:11][CH2:12][CH:13]2[CH:14]2[CH2:15][CH2:16][C:17](=[O:21])[CH2:18][CH:19]2[CH2:20]1.